Task: describe an organic reaction: reactants, conditions, products, and yield. Dataset: the Open Reaction Database (ORD), a public repository of structured organic reaction records The reactants are CCCCN=C=O, O=C(Cl)Cl, [N-]=C=O, C1CN2CCN1CC2, Cc1ccccc1C, NS(=O)(=O)c1csc2ccccc12. Yields the product O=C=NS(=O)(=O)c1csc2ccccc12. Reaction SMILES: [CH2:14]([N:15]=[C:19]=[O:20])[CH2:16][CH2:17][CH3:18].[Cl:29][C:30](=[O:31])[Cl:32].[N-:33]=[C:34]=[O:35].[N:21]12[CH2:22][CH2:23][N:24]([CH2:25][CH2:26]1)[CH2:27][CH2:28]2.[c:36]1([CH3:37])[c:38]([CH3:39])[cH:40][cH:41][cH:42][cH:43]1.[s:1]1[cH:2][c:3]([S:10](=[O:11])(=[O:12])[NH2:13])[c:4]2[c:5]1[cH:6][cH:7][cH:8][cH:9]2>>[s:1]1[cH:2][c:3]([S:10](=[O:11])(=[O:12])[N:13]=[C:19]=[O:20])[c:4]2[c:5]1[cH:6][cH:7][cH:8][cH:9]2. RXN SMILES: [CH3:16][N:17]([CH3:18])[CH2:19][CH2:20][CH2:21][N:22]=[C:23]=[N:24][CH2:25][CH3:26].[CH3:1][C:2]([CH2:3][N:4]1[CH:5]([C:6](=[O:7])[OH:8])[CH2:9][CH2:10][C:11]1=[O:12])([CH3:13])[CH3:14].[Cl:37][c:38]1[c:39]([CH2:48][NH2:49])[cH:40][cH:41][cH:42][c:43]1[C:44]([F:45])([F:46])[F:47].[Cl:50][CH2:51][Cl:52].[ClH:15].[OH:27][n:28]1[c:29]2[cH:30][cH:31][cH:32][cH:33][c:34]2[n:35][n:36]1>>[CH3:1][C:2]([CH2:3][N:4]1[CH:5]([C:6](=[O:8])[NH:49][CH2:48][c:39]2[c:38]([Cl:37])[c:43]([C:44]([F:45])([F:46])[F:47])[cH:42][cH:41][cH:40]2)[CH2:9][CH2:10][C:11]1=[O:12])([CH3:13])[CH3:14]. Yields the product CC(C)(C)CN1C(=O)CCC1C(=O)NCc1cccc(C(F)(F)F)c1Cl. The reactants are CCN=C=NCCCN(C)C, CC(C)(C)CN1C(=O)CCC1C(=O)O, NCc1cccc(C(F)(F)F)c1Cl, ClCCl, Cl, On1nnc2ccccc21. Reaction SMILES: [C:24]([BH3-:25])#[N:26].[C:28](=[O:29])([OH:30])[O-:31].[CH3:2][O:3][C:4](=[O:5])[CH:6]1[CH:7]([NH2:11])[CH2:8][CH2:9][CH2:10]1.[CH3:33][OH:34].[CH3:35][CH2:36][O:37][C:38](=[O:39])[CH3:40].[CH3:41][C:42](=[O:43])[OH:44].[ClH:1].[F:12][C:13]([c:14]1[cH:15][cH:16][c:17]([CH:18]=[O:19])[cH:20][cH:21]1)([F:22])[F:23].[Na+:27].[Na+:32]>>[CH3:2][O:3][C:4](=[O:5])[CH:6]1[CH:7]([NH:11][CH2:18][c:17]2[cH:16][cH:15][c:14]([C:13]([F:12])([F:22])[F:23])[cH:21][cH:20]2)[CH2:8][CH2:9][CH2:10]1. Starting materials: [BH3-]C#N, O=C([O-])O, COC(=O)C1CCCC1N, CO, CCOC(C)=O, CC(=O)O, Cl, O=Cc1ccc(C(F)(F)F)cc1, [Na+], [Na+]. Product: COC(=O)C1CCCC1NCc1ccc(C(F)(F)F)cc1. Starting materials: CCOC(=O)CBr, [I-], [K+], [K+], CC(=O)Nc1c(N)cccc1OCc1ccccc1, [Na+], O=C([O-])[O-], CN(C)C=O, O. Product: CCOC(=O)CNc1cccc(OCc2ccccc2)c1NC(C)=O. As a reaction SMILES: [Br:20][CH2:21][C:22](=[O:23])[O:24][CH2:25][CH3:26].[I-:28].[K+:29].[K+:30].[NH2:1][c:2]1[c:3]([NH:16][C:17]([CH3:18])=[O:19])[c:4]([O:8][CH2:9][c:10]2[cH:11][cH:12][cH:13][cH:14][cH:15]2)[cH:5][cH:6][cH:7]1.[Na+:27].[O-:31][C:32]([O-:33])=[O:34].[O:35]=[CH:36][N:37]([CH3:38])[CH3:39].[OH2:40]>>[NH:1]([c:2]1[c:3]([NH:16][C:17]([CH3:18])=[O:19])[c:4]([O:8][CH2:9][c:10]2[cH:11][cH:12][cH:13][cH:14][cH:15]2)[cH:5][cH:6][cH:7]1)[CH2:21][C:22](=[O:23])[O:24][CH2:25][CH3:26]. Starting materials: Cl[SiH]1CCC(CC1)C1=CC(=C(C=C1)F)F (4-(4-chloro -4-silacyclohexyl)-1,2-difluorobenzene). Solvent: C1CCOC1 (THF). Yields the product C(CCCCCC)[SiH]1CCC(CC1)C1=CC(=C(C=C1)F)F (4-(4-n-heptyl -4-silacyclohexyl)-1,2-difluorobenzene). Yield: 93.0%. RXN SMILES: Cl[SiH:2]1[CH2:7][CH2:6][CH:5]([C:8]2[CH:13]=[CH:12][C:11]([F:14])=[C:10]([F:15])[CH:9]=2)[CH2:4][CH2:3]1>C1COCC1>[CH2:3]([SiH:2]1[CH2:7][CH2:6][CH:5]([C:8]2[CH:13]=[CH:12][C:11]([F:14])=[C:10]([F:15])[CH:9]=2)[CH2:4][CH2:3]1)[CH2:4][CH2:5][CH2:8][CH2:9][CH2:10][CH3:11]. Procedure details: 3.0 g (20 mmol) of 1-bromo-n-heptane was dropped into a mixture of 0.5 g of magnesium (21 mmol) and 50 ml of THF to obtain Grignard reagent. This reagent was then dropped into a 50 ml THF solution of 4.9 g (20 mmol) of 4-(4-chloro -4-silacyclohexyl)-1,2-difluorobenzene to obtain 4-(4-n-heptyl -4-silacyclohexyl)-1,2-difluorobenzene. The product was a mixture of trans and cis isomers. They were separated by means of chromatography to obtain 5.3 g of the trans isomer (yield 93%). Reactants: O=C1CCC(=O)N1Br, Cc1cc(Br)cc2ccoc12, O=C(OOC(=O)c1ccccc1)c1ccccc1, ClC(Cl)(Cl)Cl, ClC(Cl)Cl, [W]. Product: BrCc1cc(Br)cc2ccoc12. RXN SMILES: [Br:12][N:13]1[C:14](=[O:15])[CH2:16][CH2:17][C:18]1=[O:19].[Br:1][c:2]1[cH:3][c:4]([CH3:11])[c:5]2[c:6]([cH:7][cH:8][o:9]2)[cH:10]1.[C:20]([O:21][O:22][C:23](=[O:24])[c:25]1[cH:26][cH:27][cH:28][cH:29][cH:30]1)(=[O:31])[c:32]1[cH:33][cH:34][cH:35][cH:36][cH:37]1.[C:38]([Cl:39])([Cl:40])([Cl:41])[Cl:42].[CH:43]([Cl:44])([Cl:45])[Cl:46].[W:47]>>[Br:1][c:2]1[cH:3][c:4]([CH2:11][Br:12])[c:5]2[c:6]([cH:7][cH:8][o:9]2)[cH:10]1. Reactants: ClC=1C=C(C=CC1NC=1SC=CN1)C(C(=O)OCC)C (ethyl 2-[3-chloro-4-(N-thiazol-2-ylamino)phenyl]propionate), CI (methyl iodide). The solvent is C(C)O (ethanol). Reaction conditions: temperature 100 celsius. Yields the product ClC=1C=C(C=CC1N=C1SC=CN1C)C(C(=O)OCC)C (ethyl 2-[3-chloro-4-(3-methyl-4-thiazolin-2-ylideneamino)phenyl]propionate). Isolated yield 62.0%. As a reaction SMILES: [Cl:1][C:2]1[CH:3]=[C:4]([CH:14]([CH3:20])[C:15]([O:17][CH2:18][CH3:19])=[O:16])[CH:5]=[CH:6][C:7]=1[NH:8][C:9]1[S:10][CH:11]=[CH:12][N:13]=1.[CH3:21]I>C(O)C>[Cl:1][C:2]1[CH:3]=[C:4]([CH:14]([CH3:20])[C:15]([O:17][CH2:18][CH3:19])=[O:16])[CH:5]=[CH:6][C:7]=1[N:8]=[C:9]1[N:13]([CH3:21])[CH:12]=[CH:11][S:10]1. Procedure details: A mixture of ethyl 2-[3-chloro-4-(N-thiazol-2-ylamino)phenyl]propionate (3.8 g), methyl iodide (11.4 ml) and ethanol (11.4 ml) is heated at 100° C for 6 hours in a sealed tube. The ethanol and methyl iodide are evaporated. The residue is washed with benzene and dissolved in methylene chloride. The solution is washed with 20 % aqueous potassium carbonate solution and evaporated to remove methylene chloride. The residue is treated in the same manner as in Example 1 to give ethyl 2-[3-chloro-4-(3-m...